This data is from the Open Reaction Database (ORD), a public repository of structured organic reaction records. The task is: describe an organic reaction: reactants, conditions, products, and yield Starting materials: COC=1C=C(C=CC1OC)O (3,4-dimethoxyphenol), C(C=C)#N (acrylonitrile), [OH-].C(C1=CC=CC=C1)[N+](C)(C)C (N-Benzyltrimethylammonium hydroxide). Yields the product COC=1C=C(OC(C#N)C)C=CC1OC (3,4-dimethoxy phenoxy propionitrile). Isolated yield 65.5%. RXN SMILES: [CH3:1][O:2][C:3]1[CH:4]=[C:5]([OH:11])[CH:6]=[CH:7][C:8]=1[O:9][CH3:10].[C:12](#[N:15])[CH:13]=[CH2:14].[OH-].C([N+](C)(C)C)C1C=CC=CC=1>>[CH3:1][O:2][C:3]1[CH:4]=[C:5]([CH:6]=[CH:7][C:8]=1[O:9][CH3:10])[O:11][CH:13]([CH3:14])[C:12]#[N:15] |f:2.3|. Procedure details: Thus 5 gm of 3,4-dimethoxyphenol; 6.88 g acrylonitrile and 0.5 ml. of Triton B, trade name of N-Benzyltrimethylammonium hydroxide, (40% soln.), were combined and refluxed for 18 hours. After cooling the reaction mixture was extracted with chloroform and washed with 5% sodium hydroxide, and with saturated salt solution. The organic layer after drying over anhydrous sodium sulfate gave 4.4 gm of 3,4-dimethoxy phenoxy propionitrile on removal of the solvent. The amount of 2.2 g of the nitrile was c...